This data is from the Open Reaction Database (ORD), a public repository of structured organic reaction records. The task is: describe an organic reaction: reactants, conditions, products, and yield The reactants are CCOC(=O)C=1N(C2=CC=CC(=C2C1)OCC=1N=C(SC1)C)C(=O)OC(C)(C)C (4-(2-Methyl-thiazol-4-ylmethoxy)-indole-1,2-dicarboxylic acid 1-tert-butyl ester 2-ethyl ester), [OH-].[Na+] (sodium hydroxide). The solvent is C(C)O (ethanol). Run at temperature 60 celsius, time 18 hour. The product is CC=1SC=C(N1)COC1=C2C=C(NC2=CC=C1)C(=O)O (4-(2-Methyl-thiazol-4-ylmethoxy)-1H-indole-2-carboxylic acid). Reaction SMILES: CC[O:3][C:4]([C:6]1[N:7](C(OC(C)(C)C)=O)[C:8]2[C:13]([CH:14]=1)=[C:12]([O:15][CH2:16][C:17]1[N:18]=[C:19]([CH3:22])[S:20][CH:21]=1)[CH:11]=[CH:10][CH:9]=2)=[O:5].[OH-].[Na+]>C(O)C>[CH3:22][C:19]1[S:20][CH:21]=[C:17]([CH2:16][O:15][C:12]2[CH:11]=[CH:10][CH:9]=[C:8]3[C:13]=2[CH:14]=[C:6]([C:4]([OH:5])=[O:3])[NH:7]3)[N:18]=1 |f:1.2|. Procedure details: 4-(2-Methyl-thiazol-4-ylmethoxy)-indole-1,2-dicarboxylic acid 1-tert-butyl ester 2-ethyl ester (169) (1.75 g, 4.2 mmol) is dissolved in 20 ml of ethanol. After addition of a 0.5M aqueous sodium hydroxide solution (33.6 ml, 16.8 mmol) the solution is heated to 60° C. and stirred at this temperature for 18 h. Then the reaction mixture is evaporated and the residue is dissolved in ethyl acetate. AT 0° C. conc HCl is added until a pH of 1 is reached. The organic phase is washed with water and brine.... Product: [Li+], CCCc1nc(C(C)(C)O)c(C(=O)[O-])n1Cc1ccc(-c2ccccc2-c2nnnn2C(c2ccccc2)(c2ccccc2)c2ccccc2)cc1. As a reaction SMILES: [Li+:3].[O:59]1[CH2:60][CH2:61][O:62][CH2:63][CH2:64]1.[OH-:2].[OH2:1].[OH2:58].[OH:4][C:5]([CH3:6])([CH3:7])[c:8]1[n:9][c:10]([CH2:55][CH2:56][CH3:57])[n:11]([CH2:18][c:19]2[cH:20][cH:21][c:22](-[c:25]3[c:26](-[c:31]4[n:32][n:33][n:34][n:35]4[C:36]([c:37]4[cH:38][cH:39][cH:40][cH:41][cH:42]4)([c:43]4[cH:44][cH:45][cH:46][cH:47][cH:48]4)[c:49]4[cH:50][cH:51][cH:52][cH:53][cH:54]4)[cH:27][cH:28][cH:29][cH:30]3)[cH:23][cH:24]2)[c:12]1[C:13](=[O:14])[O:15][CH2:16][CH3:17]>>[Li+:3].[OH:4][C:5]([CH3:6])([CH3:7])[c:8]1[n:9][c:10]([CH2:55][CH2:56][CH3:57])[n:11]([CH2:18][c:19]2[cH:20][cH:21][c:22](-[c:25]3[c:26](-[c:31]4[n:32][n:33][n:34][n:35]4[C:36]([c:37]4[cH:38][cH:39][cH:40][cH:41][cH:42]4)([c:43]4[cH:44][cH:45][cH:46][cH:47][cH:48]4)[c:49]4[cH:50][cH:51][cH:52][cH:53][cH:54]4)[cH:27][cH:28][cH:29][cH:30]3)[cH:23][cH:24]2)[c:12]1[C:13](=[O:14])[O-:15]. Starting materials: [Li+], C1COCCO1, [OH-], O, O, CCCc1nc(C(C)(C)O)c(C(=O)OCC)n1Cc1ccc(-c2ccccc2-c2nnnn2C(c2ccccc2)(c2ccccc2)c2ccccc2)cc1.